Dataset: the Open Reaction Database (ORD), a public repository of structured organic reaction records. Task: describe an organic reaction: reactants, conditions, products, and yield The reactants are diol, C1(=CC=C(C=C1)S(=O)(=O)O)C (p-toluene sulfonic acid), ( c ), COC(C)OC (acetaldehyde dimethyl acetal). Solvent: CCOCC (ether). Conditions: temperature 70 celsius. Yields the product CC1OC2CCCCCCCCCCC2CCO1 (14-methyl-13,15-dioxabicyclo[10.5.0]heptadecane). Reaction SMILES: [CH3:1][O:2][CH:3]([O:5][CH3:6])[CH3:4].[C:7]1([CH3:17])[CH:12]=[CH:11][C:10](S(O)(=O)=O)=[CH:9][CH:8]=1>CCOCC>[CH3:4][CH:3]1[O:5][CH2:6][CH2:17][CH:7]2[CH:1]([CH2:9][CH2:8][CH2:7][CH2:12][CH2:11][CH2:8][CH2:9][CH2:10][CH2:11][CH2:12]2)[O:2]1. Procedure details: A mixture of 240 gm (1 mol) of the diol prepared according to (c) above, 90 gm (1 mol) of acetaldehyde dimethyl acetal, and 0.2 gm of p-toluene sulfonic acid was refluxed for five hours at 70° C. After the reaction was completed, the reaction mixture was taken up in ether, washed neutral with 2 N sodium hydroxide solution, washed with water, and then dried over anhydrous sodium sulfate. The ether and methanol were distilled off, and then the residue was distilled in the oil-pump vacuum. The 14-m... The reactants are C(=C)C=1C=C(C=CC1F)OC (3-ethenyl-4-fluoroanisole). Reagents/catalysts: [Pd] (palladium/carbon). Solvent: C(C)O (ethanol). Conditions: time 8 hour. Product: C(C)C=1C=C(C=CC1F)OC (3-Ethyl-4-fluoroanisole). Isolated yield 76.8%. Reaction SMILES: [CH:1]([C:3]1[CH:4]=[C:5]([O:10][CH3:11])[CH:6]=[CH:7][C:8]=1[F:9])=[CH2:2]>C(O)C.[Pd]>[CH2:1]([C:3]1[CH:4]=[C:5]([O:10][CH3:11])[CH:6]=[CH:7][C:8]=1[F:9])[CH3:2]. Reported procedure: To a solution of 9 g of 3-ethenyl-4-fluoroanisole in 200 ml of ethanol was added 0.9 g of palladium/carbon. The resulting mixture was stirred under hydrogen atmosphere overnight, and filtered through Celite. The filtrate was evaporated, and the resulting residue was subjected to silica gel column chromatography (developer: 50% ethyl acetate/n-hexane) to give 7.0 g of the title compound as a colorless oil. The reactants are C1NC(CC=2C3=CC=CC=C3NC12)C(=O)O ((3RS)-1,2,3,4-tetrahydro-β-carboline-3-carboxylic acid), C(CCC)I (n-butyl iodide), C(=S)=S (carbon disulfide), [OH-].[K+] (KOH), C(C)O (ethanol). Product: C(CCC)SC(=S)N1CC=2NC3=CC=CC=C3C2CC1C(=O)O ((3RS)-2-[(n-Butylthio)thiocarbonyl]-1,2,3,4-tetrahydro-β-carboline-3-carboxylic acid). As a reaction SMILES: [CH2:1]1[C:13]2[NH:12][C:11]3[C:6](=[CH:7][CH:8]=[CH:9][CH:10]=3)[C:5]=2[CH2:4][CH:3]([C:14]([OH:16])=[O:15])[NH:2]1.[OH-].[K+].C(O)C.[CH2:22](I)[CH2:23][CH2:24][CH3:25].[C:27](=[S:29])=[S:28]>>[CH2:22]([S:29][C:27]([N:2]1[CH:3]([C:14]([OH:16])=[O:15])[CH2:4][C:5]2[C:6]3[C:11](=[CH:10][CH:9]=[CH:8][CH:7]=3)[NH:12][C:13]=2[CH2:1]1)=[S:28])[CH2:23][CH2:24][CH3:25] |f:1.2|. Reported procedure: In the same manner as described in Example 6, (3RS)-1,2,3,4-tetrahydro-β-carboline-3-carboxylic acid (3.24 g), KOH (96%, 1.75 g), 50% ethanol (65 ml), carbon disulfide (0.91 ml) and n-butyl iodide (3.3 g) are reacted and treated. The product is crystallized from chloroform to give the title compound (1.9 g) as pale yellow crystals, m.p. 163°-164° C. Reactants: ClC1=C(C=NC2=CC=C(N=C12)Cl)C(C)=O (1-(4,6-dichloro-1,5-naphthyridin-3-yl)ethanone), CN1CCN(CC1)CC1=CC=C(N)C=C1 (4-[(4-methylpiperazin-1-yl)methyl]aniline). Yields the product ClC=1N=C2C(=C(C=NC2=CC1)C(C)=O)NC1=CC=C(C=C1)CN1CCN(CC1)C (1-(6-Chloro-4-{4-[(4-methylpiperazin-1-yl)methyl]phenylamino}-1,5-naphthyridin-3-yl)ethanone). Isolated yield 61.0%. As a reaction SMILES: Cl[C:2]1[C:11]2[C:6](=[CH:7][CH:8]=[C:9]([Cl:12])[N:10]=2)[N:5]=[CH:4][C:3]=1[C:13](=[O:15])[CH3:14].[CH3:16][N:17]1[CH2:22][CH2:21][N:20]([CH2:23][C:24]2[CH:30]=[CH:29][C:27]([NH2:28])=[CH:26][CH:25]=2)[CH2:19][CH2:18]1>>[Cl:12][C:9]1[N:10]=[C:11]2[C:6](=[CH:7][CH:8]=1)[N:5]=[CH:4][C:3]([C:13](=[O:15])[CH3:14])=[C:2]2[NH:28][C:27]1[CH:26]=[CH:25][C:24]([CH2:23][N:20]2[CH2:19][CH2:18][N:17]([CH3:16])[CH2:22][CH2:21]2)=[CH:30][CH:29]=1. Procedure: Following general procedure I, 1-(4,6-dichloro-1,5-naphthyridin-3-yl)ethanone (250 mg, 1.0 mmol) was reacted with 4-[(4-methylpiperazin-1-yl)methyl]aniline (260 mg, 1.3 mmol) to afford the desired product (250 mg, 58%) as a yellow solid: 1H NMR (500 MHz, CDCl3) δ 11.04 (br s, 1H), 9.01 (s, 1H), 8.14 (d, J=8.7 Hz, 1H), 7.49 (d, J=8.7 Hz, 1H), 7.30 (d, J=8.0 Hz, 2H), 7.10 (d, J=8.0 Hz, 2H), 3.52 (s, 2H), 2.58 (s, 3H), 2.48 (br s, 8H), 2.30 (s, 3H); ESI MS m/z 410 [M+H]+ Reactants: P(=O)(Cl)(Cl)Cl (phosphorus oxychloride), CN(C)C=O (DMF), COC1=CC2=C(OCCO2)C=C1 (6-Methoxy-2,3-dihydro-1,4-benzodioxin), CN(C)C=O (DMF), O (water). Run at time 2 hour. Yields the product COC=1C(=CC2=C(OCCO2)C1)C=O (7-Methoxy-2,3-dihydro-1,4-benzodioxin-6-carbaldehyde). As a reaction SMILES: P(Cl)(Cl)(Cl)=O.[CH3:6][O:7][C:8]1[CH:17]=[CH:16][C:11]2[O:12][CH2:13][CH2:14][O:15][C:10]=2[CH:9]=1.O.CN([CH:22]=[O:23])C>>[CH3:6][O:7][C:8]1[C:17]([CH:22]=[O:23])=[CH:16][C:11]2[O:12][CH2:13][CH2:14][O:15][C:10]=2[CH:9]=1. Reported procedure: 3.3 eq. of dry DMF are placed in a three-necked flask and then, using a dropping funnel, 1.3 eq. of phosphorus oxychloride are added at 0° C. After returning to ambient temperature, the compound obtained in Step B (4 g: 20.59 mmol) is dissolved in 6.5 ml of DMF and then added to the previous solution. Heating is carried out for 2 hours at 110° C. After cooling, the mixture is hydrolysed with water and extracted with dichloromethane. Reactants: CC=1N=CC=C2C3=C(N(C(C12)=O)C)C=C(C=C3)OC[C@@H](CC(C)C)NC(OC(C)(C)C)=O ((R)-tert-butyl (1-((4,6-dimethyl-5-oxo-5,6-dihydrobenzo[c][2,7]naphthyridin-8-yl)oxy)-4-methylpentan-2-yl)carbamate), C1CC(=O)N(C1=O)Cl (NCS). Solvent: C(C)#N (acetonitrile). Conditions: temperature 90 celsius, time 8 hour. The product is ClC1=CC2=C(N(C(C3=C(N=CC=C23)C)=O)C)C=C1OC[C@@H](CC(C)C)NC(OC(C)(C)C)=O ((R)-tert-butyl (1-((9-chloro-4,6-dimethyl-5-oxo-5,6-dihydrobenzo[c][2,7]naphthyridin-8-yl)oxy)-4-methylpentan-2-yl)carbamate). Yield: 5.7%. RXN SMILES: [CH3:1][C:2]1[N:3]=[CH:4][CH:5]=[C:6]2[C:11]=1[C:10](=[O:12])[N:9]([CH3:13])[C:8]1[CH:14]=[C:15]([O:18][CH2:19][C@H:20]([NH:25][C:26](=[O:32])[O:27][C:28]([CH3:31])([CH3:30])[CH3:29])[CH2:21][CH:22]([CH3:24])[CH3:23])[CH:16]=[CH:17][C:7]2=1.C1C(=O)N([Cl:40])C(=O)C1>C(#N)C>[Cl:40][C:16]1[C:15]([O:18][CH2:19][C@H:20]([NH:25][C:26](=[O:32])[O:27][C:28]([CH3:30])([CH3:29])[CH3:31])[CH2:21][CH:22]([CH3:24])[CH3:23])=[CH:14][C:8]2[N:9]([CH3:13])[C:10](=[O:12])[C:11]3[C:6]([C:7]=2[CH:17]=1)=[CH:5][CH:4]=[N:3][C:2]=3[CH3:1]. Procedure: A mixture of (R)-tert-butyl (1-((4,6-dimethyl-5-oxo-5,6-dihydrobenzo[c][2,7]naphthyridin-8-yl)oxy)-4-methylpentan-2-yl)carbamate (248 mg, 0.564 mmol) prepared as described in Example 19, Part A, NCS (151 mg, 1.128 mmol), and acetonitrile (5 mL) was heated at 90° C. for 1 h and then stirred at room temperature overnight. The crude material was concentrated under reduced pressure to afford (R)-tert-butyl (1-((9-chloro-4,6-dimethyl-5-oxo-5,6-dihydrobenzo[c][2,7]naphthyridin-8-yl)oxy)-4-methylpentan... Reactants: BrC=1C=C2C(=NC1)NC(C2)=O (5-bromo-1H-pyrrolo[2,3-b]pyridin-2(3H)-one), N1=CC(=CC=C1)/C=C/C1=NNC2=CC(=CC=C12)C=O ((E)-3-(2-(pyridin-3-yl)vinyl)-1H-indazole-6-carbaldehyde). Product: BrC=1C=C2C(=NC1)NC(C2=CC2=CC=C1C(=NNC1=C2)\C=C\C=2C=NC=CC2)=O (5-bromo-3-((3-((E)-2-(pyridin-3-yl)vinyl)-1H-indazol-6-yl)methylene)-1H-pyrrolo[2,3-b]pyridin-2(3H)-one). The yield is 84.4%. Reaction SMILES: [Br:1][C:2]1[CH:3]=[C:4]2[CH2:10][C:9](=[O:11])[NH:8][C:5]2=[N:6][CH:7]=1.[N:12]1[CH:17]=[CH:16][CH:15]=[C:14](/[CH:18]=[CH:19]/[C:20]2[C:28]3[C:23](=[CH:24][C:25]([CH:29]=O)=[CH:26][CH:27]=3)[NH:22][N:21]=2)[CH:13]=1>>[Br:1][C:2]1[CH:3]=[C:4]2[C:10](=[CH:29][C:25]3[CH:24]=[C:23]4[C:28]([C:20](/[CH:19]=[CH:18]/[C:14]5[CH:13]=[N:12][CH:17]=[CH:16][CH:15]=5)=[N:21][NH:22]4)=[CH:27][CH:26]=3)[C:9](=[O:11])[NH:8][C:5]2=[N:6][CH:7]=1. Procedure details: The title compound (E/Z=5:4, 75 mg, 84%) was synthesized as a yellow solid according to the method described for Example A67 (oil temp 75° C., reflux 2 h) using 5-bromo-1H-pyrrolo[2,3-b]pyridin-2(3H)-one (44.5 mg, 0.21 mmol) and (E)-3-(2-(pyridin-3-yl)vinyl)-1H-indazole-6-carbaldehyde (49.8 mg, 0.2 mmol). 1H NMR (400 MHz, DMSO-d6) δ 13.64 (s, 0.45H), 13.56 (s, 0.48H), 11.50 (s, 0.91H), 8.94 (s, 0.43H), 8.91 (s, 0.97H), 8.48 (d, J=3.6 Hz, 0.99H), 8.43-8.37 (m, 0.98H), 8.33 (d, J=8.0 Hz, 0.52H), 8...